From a dataset of the Open Reaction Database (ORD), a public repository of structured organic reaction records. describe an organic reaction: reactants, conditions, products, and yield Reactants: ClCCC1N(C(N(C1)C)=O)C (4-(2-chloroethyl)-1,3-dimethyl-2-oxo-imidazolidine), P(=O)(Cl)(Cl)Cl (phosphorus oxychloride), NC1=CC=CC=C1 (aniline), C(\C=C\C(=O)O)(=O)O (fumaric acid), C(\C=C\C(=O)[O-])(=O)[O-] (fumarate). Run in C(Cl)(Cl)Cl (chloroform), C(C)(C)O (isopropyl alcohol). Run at time 2 hour. Yields the product C(\C=C\C(=O)O)(=O)O.ClCCC1N(C(N(C1)C)=NC1=CC=CC=C1)C (4-(2-Chloroethyl)-1,3-dimethyl-2-phenyliminoimidazolidine Fumarate). Yield: 50.0%. As a reaction SMILES: [Cl:1][CH2:2][CH2:3][CH:4]1[CH2:8][N:7]([CH3:9])[C:6](=O)[N:5]1[CH3:11].P(Cl)(Cl)(Cl)=O.[NH2:17][C:18]1[CH:23]=[CH:22][CH:21]=[CH:20][CH:19]=1.[C:24]([OH:31])(=[O:30])/[CH:25]=[CH:26]/[C:27]([OH:29])=[O:28].C([O-])(=O)/C=C/C([O-])=O>C(Cl)(Cl)Cl.C(O)(C)C>[C:24]([OH:31])(=[O:30])/[CH:25]=[CH:26]/[C:27]([OH:29])=[O:28].[Cl:1][CH2:2][CH2:3][CH:4]1[CH2:8][N:7]([CH3:9])[C:6](=[N:17][C:18]2[CH:23]=[CH:22][CH:21]=[CH:20][CH:19]=2)[N:5]1[CH3:11] |f:7.8|. Procedure details: To 8.0 g (0.045 mole) of 4-(2-chloroethyl)-1,3-dimethyl-2-oxo-imidazolidine was added 50 ml of phosphorus oxychloride, and the solution was refluxed for 18 hours, and concentrated in vacuo. The residue was dissolved in 25 ml of methylene chloride and added dropwise to 4.2 g (0.045 mole) of aniline stirring at room temperature. Stirring was continued for two hours. The solution was diluted with chloroform and washed with dilute sodium hydroxide solution. The chloroform was dried, filtered and con... As a reaction SMILES: [Br:12][CH2:13][c:14]1[n:15]([CH3:30])[c:16]2[n:17][c:18]([Cl:29])[n:19][c:20]([N:23]3[CH2:24][CH2:25][O:26][CH2:27][CH2:28]3)[c:21]2[n:22]1.[CH3:1][O:2][C:3]([CH3:4])([CH3:5])[CH:6]1[CH2:7][CH2:8][NH:9][CH2:10][CH2:11]1>>[CH3:1][O:2][C:3]([CH3:4])([CH3:5])[CH:6]1[CH2:7][CH2:8][N:9]([CH2:13][c:14]2[n:15]([CH3:30])[c:16]3[n:17][c:18]([Cl:29])[n:19][c:20]([N:23]4[CH2:24][CH2:25][O:26][CH2:27][CH2:28]4)[c:21]3[n:22]2)[CH2:10][CH2:11]1. Product: COC(C)(C)C1CCN(Cc2nc3c(N4CCOCC4)nc(Cl)nc3n2C)CC1. The reactants are Cn1c(CBr)nc2c(N3CCOCC3)nc(Cl)nc21, COC(C)(C)C1CCNCC1. The reactants are NN1C(=NC2=C1C(=CC=C2)[N+](=O)[O-])O (3-aminonitrobenzoimidazolol), CC(C(=O)Cl)(C)C (trimethylacetyl chloride), carboxylic acid, C(CC(O)(C(=O)O)CC(=O)O)(=O)O (citric acid), anhydrides, anhydride, [N+](=O)([O-])C=1C=CC2=C(N(C(=N2)C2=CC=C(C=C2)N)O)C1 (6-nitro-2-(-4-aminophenyl)-1-hydroxybenzimidazole). Solvent: N1=CC=CC=C1 (pyridine), [OH-].[Na+] (NaOH), N1=CC=CC=C1 (pyridine), O (water). Run at time 1 hour. The product is N1=C(NC2=C1C=CC=C2)C2=CC=C(C=C2)C2=C(C(=O)N)C=CC=C2 (4-(benzoimidazolyl)phenylbenzamide). RXN SMILES: [NH2:1]N1C2C([N+]([O-])=O)=CC=CC=2N=C1O.[CH3:15][C:16]([CH3:21])(C)[C:17](Cl)=[O:18].[N+]([C:25]1[CH:26]=[CH:27][C:28]2[N:32]=[C:31]([C:33]3[CH:38]=[CH:37][C:36](N)=[CH:35][CH:34]=3)[N:30](O)[C:29]=2[CH:41]=1)([O-])=O.[C:42](O)(=O)[CH2:43][C:44](CC(O)=O)(C(O)=O)O>N1C=CC=CC=1.[OH-].[Na+].O>[N:30]1[C:29]2[CH:41]=[CH:25][CH:26]=[CH:27][C:28]=2[NH:32][C:31]=1[C:33]1[CH:38]=[CH:37][C:36]([C:15]2[CH:44]=[CH:43][CH:42]=[CH:21][C:16]=2[C:17]([NH2:1])=[O:18])=[CH:35][CH:34]=1 |f:5.6|. Procedure details: To a solution of 3-aminonitrobenzoimidazolol (17) (1.00 mmol) in anhydrous pyridine (2.0 mL) was added acid chloridesa (2.5 mmol) or the in situ mixed anhydrides at room temperature. (The mixed anhydride was prepated by adding trimethylacetyl chloride (2.5 mmol) dropwise to a solution of the carboxylic acid (2.55 mmol) in anhydrous pyridine at 0° C., After 1 hour, 6-nitro-2-(-4-aminophenyl)-1-hydroxybenzimidazole was added in one portion.) After stirring for 2-3 h at room temperature, the soluti... Starting materials: OC1=CC=C(C=C1)CCCC(CC(=O)O)CC(=O)O (3-[3-(4-Hydroxyphenyl)propyl]glutaric acid), C(C)(=O)OC(C)=O (acetic anhydride). The product is C(C)(=O)OC1=CC=C(C=C1)CCCC1CC(=O)OC(C1)=O (3-[3-[4-(acetyloxy)phenyl]propyl]glutaric anhydride). RXN SMILES: [OH:1][C:2]1[CH:7]=[CH:6][C:5]([CH2:8][CH2:9][CH2:10][CH:11]([CH2:16][C:17]([OH:19])=[O:18])[CH2:12][C:13]([OH:15])=O)=[CH:4][CH:3]=1.[C:20](OC(=O)C)(=[O:22])[CH3:21]>>[C:20]([O:1][C:2]1[CH:3]=[CH:4][C:5]([CH2:8][CH2:9][CH2:10][CH:11]2[CH2:12][C:13](=[O:15])[O:18][C:17](=[O:19])[CH2:16]2)=[CH:6][CH:7]=1)(=[O:22])[CH3:21]. Procedure: 3-[3-(4-Hydroxyphenyl)propyl]glutaric acid (533 mg) is reacted with acetic anhydride as described in Example 1C to afford 3-[3-[4-(acetyloxy)phenyl]propyl]glutaric anhydride, melting point 55°-57° C. RXN SMILES: [CH2:1]([O:3][C:4]([C@@H:6]1[CH2:10][C@H:9](OS(C)(=O)=O)[CH2:8][C@H:7]1[C:16]([N:18]1[CH2:21][C:20]([F:23])([F:22])[CH2:19]1)=[O:17])=[O:5])[CH3:2].[Br:24][C:25]1[CH:30]=[CH:29][C:28]([SH:31])=[C:27]([C:32]([F:35])([F:34])[F:33])[CH:26]=1>>[CH2:1]([O:3][C:4]([C@@H:6]1[CH2:10][C@@H:9]([S:31][C:28]2[CH:29]=[CH:30][C:25]([Br:24])=[CH:26][C:27]=2[C:32]([F:35])([F:33])[F:34])[CH2:8][C@H:7]1[C:16]([N:18]1[CH2:19][C:20]([F:22])([F:23])[CH2:21]1)=[O:17])=[O:5])[CH3:2]. The reactants are C(C)OC(=O)[C@H]1[C@@H](C[C@H](C1)OS(=O)(=O)C)C(=O)N1CC(C1)(F)F ((1R,2R,4R)-2-(3,3-Difluoro-azetidine-1-carbonyl)-4-methanesulfonyloxy-cyclopentanecarboxylic acid ethyl ester), BrC1=CC(=C(C=C1)S)C(F)(F)F (4-Bromo-2-trifluoromethyl-benzenethiol), BrC1=CC(=C(C=C1)S)C(F)(F)F (4-Bromo-2-trifluoromethyl-benzenethiol). Product: C(C)OC(=O)[C@H]1[C@@H](C[C@@H](C1)SC1=C(C=C(C=C1)Br)C(F)(F)F)C(=O)N1CC(C1)(F)F ((1R,2R,4S)-4-(4-Bromo-2-trifluoromethyl-phenylsulfanyl)-2-(3,3-difluoro-azetidine-1-carbonyl)-cyclopentanecarboxylic acid ethyl ester). Reported procedure: The title compound was prepared in analogy to Example 68/69, step 8, using (1R,2R,4R)-2-(3,3-Difluoro-azetidine-1-carbonyl)-4-methanesulfonyloxy-cyclopentanecarboxylic acid ethyl ester and 4-Bromo-2-trifluoromethyl-benzenethiol (Example 58, intermediate 1). Light yellow oil. MS (EI): 518.0 (M+H)+. Starting materials: N1C=C(C2=CC=CC=C12)C=O (1H-indole-3-carboxaldehyde), ClC1=C(C=CC(=C1)Cl)S(=O)(=O)Cl (2,4-dichlorophenylsulfonyl chloride), C(C)(C)N(CC)C(C)C (diisopropylethylamine), C(O)([O-])=O.[Na+] (sodium hydrogencarbonate). The solvent is C(Cl)Cl (methylene chloride). Run at time 8 hour. Product: ClC1=C(C=CC(=C1)Cl)S(=O)(=O)N1C=C(C2=CC=CC=C12)C=O (1-(2,4-dichlorophenylsulfonyl)-1H-indole-3-carboxaldehyde). The yield is 87.5%. RXN SMILES: [NH:1]1[C:9]2[C:4](=[CH:5][CH:6]=[CH:7][CH:8]=2)[C:3]([CH:10]=[O:11])=[CH:2]1.[Cl:12][C:13]1[CH:18]=[C:17]([Cl:19])[CH:16]=[CH:15][C:14]=1[S:20](Cl)(=[O:22])=[O:21].C(N(C(C)C)CC)(C)C.C(=O)([O-])O.[Na+]>C(Cl)Cl>[Cl:12][C:13]1[CH:18]=[C:17]([Cl:19])[CH:16]=[CH:15][C:14]=1[S:20]([N:1]1[C:9]2[C:4](=[CH:5][CH:6]=[CH:7][CH:8]=2)[C:3]([CH:10]=[O:11])=[CH:2]1)(=[O:22])=[O:21] |f:3.4|. Procedure: A solution of 1H-indole-3-carboxaldehyde (0.290 g, 2.00 mmol) in methylene chloride (4 mL) was added with 2,4-dichlorophenylsulfonyl chloride (0.589 g, 2.40 mmol) and diisopropylethylamine (0.310 g, 2.40 mmol), and the mixture was stirred overnight at room temperature. The reaction mixture was added with saturated aqueous sodium hydrogencarbonate to terminate the reaction, and then extracted three times with methylene chloride. The organic layer was dried over anhydrous magnesium sulfate, then t... Starting materials: N1(CCNCC1)C1=NSC2=C1C=CC=C2 (3-(1-piperazinyl)-1,2-benzisothiazole), BrCCCCBr (1,4-dibromobutane), C([O-])([O-])=O.[K+].[K+] (potassium carbonate). The solvent is C(C)O (ethanol). Yields the product [Br-].S1N=C(C2=C1C=CC=C2)N2CC[N+]1(CCCC1)CC2 (8-(1,2-benzoisothiazol-3-yl)-8-aza-5-azoniaspiro[4.5]decane bromide). The yield is 69.1%. As a reaction SMILES: [N:1]1([C:7]2[C:11]3[CH:12]=[CH:13][CH:14]=[CH:15][C:10]=3[S:9][N:8]=2)[CH2:6][CH2:5][NH:4][CH2:3][CH2:2]1.[Br:16][CH2:17][CH2:18][CH2:19][CH2:20]Br.C(=O)([O-])[O-].[K+].[K+]>C(O)C>[Br-:16].[S:9]1[C:10]2[CH:15]=[CH:14][CH:13]=[CH:12][C:11]=2[C:7]([N:1]2[CH2:6][CH2:5][N+:4]3([CH2:20][CH2:19][CH2:18][CH2:17]3)[CH2:3][CH2:2]2)=[N:8]1 |f:2.3.4,6.7|. Reported procedure: A mixture of 3-(1-piperazinyl)-1,2-benzisothiazole (5.0 g., 0.0228 mole), 1,4-dibromobutane (9.8 g., 0.0456 mole) and finely powdered anhydrous potassium carbonate (7.9 g., 0.057 mole) in 100 ml. of ethanol is stirred and refluxed for a 16 hr. period. The cooled reaction mixture is filtered and the filtrate concentrated in vacuo. Residual solid heated to reflux with 70 ml. of isopropanol and filtered. Concentration of the filtrate to about one-half volume and refrigeration affords 5.58 g. (69.1%...